Dataset: the Open Reaction Database (ORD), a public repository of structured organic reaction records. Task: describe an organic reaction: reactants, conditions, products, and yield The reactants are Lithium (bistrimethylsilyl)amide, C(C)OP(OCC)(=O)C(CC1CCOCC1)C#N ([1-Cyano-2-(tetrahydro-pyran-4-yl)-ethyl]-phosphonic acid diethyl ester), FC=1C=CC(=C(C=O)C1)[N+](=O)[O-] (5-fluoro-2-nitro-benzaldehyde). Solvent: C(C)(=O)OCC (ethyl acetate), C1CCOC1 (THF). Conditions: temperature 0 celsius, time 20 minute. The product is FC=1C=CC(=C(C1)C=C(C#N)CC1CCOCC1)[N+](=O)[O-] (3-(5-Fluoro-2-nitro-phenyl)-2-(tetrahydro-pyran-4-ylmethyl)-acrylonitrile). RXN SMILES: C(OP([CH:9]([C:17]#[N:18])[CH2:10][CH:11]1[CH2:16][CH2:15][O:14][CH2:13][CH2:12]1)(=O)OCC)C.[F:19][C:20]1[CH:21]=[CH:22][C:23]([N+:28]([O-:30])=[O:29])=[C:24]([CH:27]=1)[CH:25]=O>C1COCC1.C(OCC)(=O)C>[F:19][C:20]1[CH:21]=[CH:22][C:23]([N+:28]([O-:30])=[O:29])=[C:24]([CH:25]=[C:9]([CH2:10][CH:11]2[CH2:12][CH2:13][O:14][CH2:15][CH2:16]2)[C:17]#[N:18])[CH:27]=1. Procedure details: [1-Cyano-2-(tetrahydro-pyran-4-yl)-ethyl]-phosphonic acid diethyl ester (5.4 g, 19.6 mmol) was dissolved in THF (100 mL) and cooled to 0° C. Lithium (bistrimethylsilyl)amide (20 mL, 20 mmol, [1M]) was the added dropwise. The resulting mixture was stirred 20 min, and then 5-fluoro-2-nitro-benzaldehyde (3.31 g, 19.6 mmol) was added. The resulting mixture was stirred at room temperature overnight, then diluted with ethyl acetate and washed with saturated aqueous NaHCO3 solution. The organic phase w... The product is COC(=O)C(CC(C)C)NC(=O)c1ccc(OC)c(F)c1. Reactants: COC(=O)C(N)CC(C)C, COc1ccc(C(=O)O)cc1F. Reaction SMILES: [CH3:13][O:14][C:15]([CH:16]([NH2:17])[CH2:18][CH:19]([CH3:20])[CH3:21])=[O:22].[F:1][c:2]1[cH:3][c:4]([C:5](=[O:6])[OH:7])[cH:8][cH:9][c:10]1[O:11][CH3:12]>>[F:1][c:2]1[cH:3][c:4]([C:5](=[O:7])[NH:17][CH:16]([C:15]([O:14][CH3:13])=[O:22])[CH2:18][CH:19]([CH3:20])[CH3:21])[cH:8][cH:9][c:10]1[O:11][CH3:12]. The reactants are COC(=O)C1(CCCC1)CCC=O (1-(3-oxo-propyl)-cyclopentanecarboxylic acid methyl ester), COC(=O)C1(CCCC1)CCC=O (1-(3-oxo-propyl)-cyclopentanecarboxylic acid methyl ester), CC1N(CCC1)C1C[C@H](CC1)C1=CC=C(C=C1)N (4-[(S)-3-(2-methyl-pyrrolidin-1-yl)cyclopentyl]-phenylamine), CC1N(CCC1)C1C[C@H](CC1)C1=CC=C(C=C1)N (4-[(S)-3-(2-methyl-pyrrolidin-1-yl)cyclopentyl]-phenylamine). The product is CC1N(CCC1)C1CC(CC1)C1=CC=C(C=C1)N1C(C2(CCCC2)CCC1)=O (7-{4-[3-(2-Methyl-pyrrolidin-1-yl)-cyclopentyl]-phenyl}-7-aza-spiro[4.5]decan-6-one). Reaction SMILES: CO[C:3]([C:5]1([CH2:10][CH2:11][CH:12]=O)[CH2:9][CH2:8][CH2:7][CH2:6]1)=[O:4].[CH3:14][CH:15]1[CH2:19][CH2:18][CH2:17][N:16]1[CH:20]1[CH2:24][CH2:23][C@H:22]([C:25]2[CH:30]=[CH:29][C:28]([NH2:31])=[CH:27][CH:26]=2)[CH2:21]1>>[CH3:14][CH:15]1[CH2:19][CH2:18][CH2:17][N:16]1[CH:20]1[CH2:24][CH2:23][CH:22]([C:25]2[CH:30]=[CH:29][C:28]([N:31]3[CH2:12][CH2:11][CH2:10][C:5]4([CH2:9][CH2:8][CH2:7][CH2:6]4)[C:3]3=[O:4])=[CH:27][CH:26]=2)[CH2:21]1. Procedure: The title compound was synthesized in the manner essentially the same as the Example 1 by condensing 1-(3-oxo-propyl)-cyclopentanecarboxylic acid methyl ester (Intermediate 7) with 4-[(S)-3-(2-methyl-pyrrolidin-1-yl)cyclopentyl]-phenylamine (Intermediate 15), and subsequently cyclization. Starting materials: CC1(OC2=CC=CC=C2C=C1)C (2,2-dimethyl-2H-chromene), C=1C=CC2=C(C1)CCC(=O)O2 (dihydrocoumarin), O1C(=O)C=CC2=CC=CC=C12 (coumarin), ClS(=O)(=O)O (chlorosulphonic acid), P(Cl)(Cl)(Cl)(Cl)Cl (phosphorus pentachloride). Solvent: ClCCl (dichloromethane), CCCCCC (hexane), ClCCl (dichloromethane). Reaction conditions: temperature 5 celsius, time 2 hour. Yields the product CC1(OC2=CC=C(C=C2CC1)S(=O)(=O)Cl)C (2,2-dimethylchroman-6-sulphonyl chloride). Isolated yield 53.0%. Reaction SMILES: [CH3:1][C:2]1([CH3:12])[CH:11]=[CH:10][C:9]2[C:4](=[CH:5][CH:6]=[CH:7][CH:8]=2)[O:3]1.C1C=CC2OC(=O)CCC=2C=1.O1C2C(=CC=CC=2)C=CC1=O.[Cl:35][S:36](O)(=[O:38])=[O:37].P(Cl)(Cl)(Cl)(Cl)Cl>ClCCl.CCCCCC>[CH3:1][C:2]1([CH3:12])[CH2:11][CH2:10][C:9]2[C:4](=[CH:5][CH:6]=[C:7]([S:36]([Cl:35])(=[O:38])=[O:37])[CH:8]=2)[O:3]1. Procedure details: A solution of 2,2-dimethylchroman [obtained by an analogous procedure to that described in Chem. Ber., 1904, 37, 494, for the preparation of 2,2-dimethyl-2H-chromene, but using dihydrocoumarin as starting material in place of coumarin] (50 g, 308 mM) in dichloromethane (250 ml) was added dropwise to a solution of chlorosulphonic acid (40 ml, 602 mM) and phosphorus pentachloride (50 g, 204 mM) in dichloromethane (250 ml), cooled to 5° C. under an atmosphere of argon. The colour of the solution ch... The reactants are C(C)(CC)C1=CC=CC=C1 (sec-butylbenzene), P(Cl)(Cl)(Cl)(Cl)Cl (phosphorus pentachloride), ice water, ClS(=O)(=O)O (chlorosulfonic acid). The solvent is ClCCCl (1,2-dichloroethane). Reaction conditions: temperature 80 celsius. Product: C(C)(CC)C1=CC=C(C=C1)S(=O)(=O)Cl (4-sec-Butylbenzenesulfonyl chloride). Reaction SMILES: [CH:1]([C:5]1[CH:10]=[CH:9][CH:8]=[CH:7][CH:6]=1)([CH2:3][CH3:4])[CH3:2].P(Cl)(Cl)(Cl)(Cl)Cl.[Cl:17][S:18](O)(=[O:20])=[O:19]>ClCCCl>[CH:1]([C:5]1[CH:10]=[CH:9][C:8]([S:18]([Cl:17])(=[O:20])=[O:19])=[CH:7][CH:6]=1)([CH2:3][CH3:4])[CH3:2]. Procedure details: To a solution of commercially available sec-butylbenzene (1.34 g; 10 mmol) in 1,2-dichloroethane (50 mL) was added phosphorus pentachloride (2.5 g; 12 mmol) followed by chlorosulfonic acid (1.3 mL; 20 mmol) slowly. The mixture was heated at 80° C. overnight, then cooled to room temperature and mixed with ice water (150 mL). The organic phase was separated, and the aqueous phase was extracted with dichloromethane (2×10 mL). The organic phases were combined and dried over magnesium sulfate and con... The reactants are N#Cc1cc(Br)ccc1F, CC#N, CCN(C(C)C)C(C)C, CC(Nc1ncnc2c1CNCC2)c1ccc(C(F)(F)F)nc1. As a reaction SMILES: [Br:24][c:25]1[cH:26][cH:27][c:28]([F:33])[c:29]([C:30]#[N:31])[cH:32]1.[CH3:43][C:44]#[N:45].[CH:34]([N:35]([CH2:36][CH3:37])[CH:38]([CH3:39])[CH3:40])([CH3:41])[CH3:42].[F:1][C:2]([c:3]1[cH:4][cH:5][c:6]([CH:9]([CH3:10])[NH:11][c:12]2[c:13]3[c:14]([n:15][cH:16][n:17]2)[CH2:18][CH2:19][NH:20][CH2:21]3)[cH:7][n:8]1)([F:22])[F:23]>>[F:1][C:2]([c:3]1[cH:4][cH:5][c:6]([CH:9]([CH3:10])[NH:11][c:12]2[c:13]3[c:14]([n:15][cH:16][n:17]2)[CH2:18][CH2:19][N:20]([c:28]2[cH:27][cH:26][c:25]([Br:24])[cH:32][c:29]2[C:30]#[N:31])[CH2:21]3)[cH:7][n:8]1)([F:22])[F:23]. Product: CC(Nc1ncnc2c1CN(c1ccc(Br)cc1C#N)CC2)c1ccc(C(F)(F)F)nc1. The reactants are C(C)(=O)NC1=C(C(=NC(=C1)Cl)C(=O)OC)Cl (methyl 4-(acetylamino)-3,6-dichloropyridine-2-carboxylate), NC1=C(C(=NC(=C1)C1=C(C(=C(C=C1)Cl)OC)F)C(=O)OC)Cl (methyl 4-amino-3-chloro-6-(4-chloro-2-fluoro-3-methoxyphenyl)pyridine-2-carboxylate), NC1=C(C(=NC(=C1)C1=C(C(=C(C=C1)Cl)OC)F)C(=O)OC)Cl (methyl 4-amino-3-chloro-6-(4-chloro-2-fluoro-3-methoxyphenyl)pyridine-2-carboxylate), C(C)(=O)NC1=C(C(=NC(=C1)Cl)C(=O)OC)Cl (methyl 4-(acetylamino)-3,6-dichloropyridine-2-carboxylate), Compound 2. Product: C(C)(=O)NC1=C(C(=NC(=C1)C1=C(C(=C(C=C1)Cl)OC)F)C(=O)OC)Cl (methyl 4-(acetylamino)-3-chloro-6-(4-chloro-2-fluoro-3-methoxyphenyl)pyridine-2-carboxylate). RXN SMILES: [NH2:1][C:2]1[CH:7]=[C:6]([C:8]2[CH:13]=[CH:12][C:11]([Cl:14])=[C:10]([O:15][CH3:16])[C:9]=2[F:17])[N:5]=[C:4]([C:18]([O:20][CH3:21])=[O:19])[C:3]=1[Cl:22].[C:23](NC1C=C(Cl)N=C(C(OC)=O)C=1Cl)(=[O:25])[CH3:24]>>[C:23]([NH:1][C:2]1[CH:7]=[C:6]([C:8]2[CH:13]=[CH:12][C:11]([Cl:14])=[C:10]([O:15][CH3:16])[C:9]=2[F:17])[N:5]=[C:4]([C:18]([O:20][CH3:21])=[O:19])[C:3]=1[Cl:22])(=[O:25])[CH3:24]. Reported procedure: Methyl 4-amino-3-chloro-6-(4-chloro-2-fluoro-3-methoxyphenyl)pyridine-2-carboxylate is produced from a 4-chloro-2-fluoro-3-substituted-phenylboronic acid derivative, such as PBA. As shown in the reaction scheme below, the methyl 4-amino-3-chloro-6-(4-chloro-2-fluoro-3-methoxyphenyl)pyridine-2-carboxylate (Compound 1) is produced by reacting PBA (Compound 2) with methyl 4-(acetylamino)-3,6-dichloropyridine-2-carboxylate (Compound 3) to produce methyl 4-(acetylamino)-3-chloro-6-(4-chloro-2-fluoro-...